This data is from the Open Reaction Database (ORD), a public repository of structured organic reaction records. The task is: describe an organic reaction: reactants, conditions, products, and yield Reactants: S1C2=C(C(=C1)C=O)C=CC=C2 (Benzo[b]thiophene-3-carboxaldehyde), COC=1C=C(CC#N)C=CC1OC (3,4-dimethoxybenzyl cyanide). Product: S1C2=C(C(=C1)\C=C(/C#N)\C1=CC(=C(C=C1)OC)OC)C=CC=C2 ((Z)-3-benzo[b]thiophen-3-yl-2-(3,4-dimethoxy-phenyl)-acrylonitrile). Yield: 92.3%. Reaction SMILES: [S:1]1[CH:5]=[C:4]([CH:6]=O)[C:3]2[CH:8]=[CH:9][CH:10]=[CH:11][C:2]1=2.[CH3:12][O:13][C:14]1[CH:15]=[C:16]([CH:20]=[CH:21][C:22]=1[O:23][CH3:24])[CH2:17][C:18]#[N:19]>>[S:1]1[CH:5]=[C:4](/[CH:6]=[C:17](/[C:16]2[CH:20]=[CH:21][C:22]([O:23][CH3:24])=[C:14]([O:13][CH3:12])[CH:15]=2)\[C:18]#[N:19])[C:3]2[CH:8]=[CH:9][CH:10]=[CH:11][C:2]1=2. Procedure details: Benzo[b]thiophene-3-carboxaldehyde (200 mg) was condensed with 3,4-dimethoxybenzyl cyanide (218 mg) through Method A (production step 2), to thereby yield the target product (yield: 365 mg, 92%). Starting materials: COc1ccc(CCl)cc1, CNS(=O)(=O)c1ccc(Br)cc1, [H-], [Na+], CN(C)C=O. Product: COc1ccc(CN(C)S(=O)(=O)c2ccc(Br)cc2)cc1. RXN SMILES: [CH3:15][O:16][c:17]1[cH:18][cH:19][c:20]([CH2:21][Cl:22])[cH:23][cH:24]1.[CH3:1][NH:2][S:3](=[O:4])(=[O:5])[c:6]1[cH:7][cH:8][c:9]([Br:12])[cH:10][cH:11]1.[H-:14].[Na+:13].[O:25]=[CH:26][N:27]([CH3:28])[CH3:29]>>[CH3:1][N:2]([S:3](=[O:4])(=[O:5])[c:6]1[cH:7][cH:8][c:9]([Br:12])[cH:10][cH:11]1)[CH2:21][c:20]1[cH:19][cH:18][c:17]([O:16][CH3:15])[cH:24][cH:23]1.